From a dataset of the Open Reaction Database (ORD), a public repository of structured organic reaction records. describe an organic reaction: reactants, conditions, products, and yield Reactants: OC1=CC=C(C(=O)C2=CC=C(CSC=3N=C4N(C(C3C)=O)C=CC=C4)C=C2)C=C1 (2-[4-(4-hydroxybenzoyl)benzylthio]-3-methyl-4H-pyrido[1,2-a]pyrimidin-4-one), Cl.ClCCN1CCOCC1 (4-(2-chloroethyl)morpholine hydrochloride), C([O-])([O-])=O.[K+].[K+] (potassium carbonate). The solvent is CN(C)C=O (DMF). Yields the product CC1=C(N=C2N(C1=O)C=CC=C2)SCC2=CC=C(C=C2)C(C2=CC=C(C=C2)OCCN2CCOCC2)=O (3-Methyl-2-[4-[4-(2-morpholinoethoxy)benzoyl]benzylthio]-4H-pyrido[1,2-a]pyrimidin-4-one). Yield: 66.4%. As a reaction SMILES: [OH:1][C:2]1[CH:29]=[CH:28][C:5]([C:6]([C:8]2[CH:27]=[CH:26][C:11]([CH2:12][S:13][C:14]3[N:15]=[C:16]4[CH:25]=[CH:24][CH:23]=[CH:22][N:17]4[C:18](=[O:21])[C:19]=3[CH3:20])=[CH:10][CH:9]=2)=[O:7])=[CH:4][CH:3]=1.Cl.Cl[CH2:32][CH2:33][N:34]1[CH2:39][CH2:38][O:37][CH2:36][CH2:35]1.C(=O)([O-])[O-].[K+].[K+]>CN(C=O)C>[CH3:20][C:19]1[C:18](=[O:21])[N:17]2[CH:22]=[CH:23][CH:24]=[CH:25][C:16]2=[N:15][C:14]=1[S:13][CH2:12][C:11]1[CH:26]=[CH:27][C:8]([C:6](=[O:7])[C:5]2[CH:4]=[CH:3][C:2]([O:1][CH2:32][CH2:33][N:34]3[CH2:39][CH2:38][O:37][CH2:36][CH2:35]3)=[CH:29][CH:28]=2)=[CH:9][CH:10]=1 |f:1.2,3.4.5|. Reported procedure: A solution of 2-[4-(4-hydroxybenzoyl)benzylthio]-3-methyl-4H-pyrido[1,2-a]pyrimidin-4-one (214 mg), 4-(2-chloroethyl)morpholine hydrochloride (157 mg) and potassium carbonate (247 mg) in DMF (7 ml) was stirred at 80° C. for 4 hours. This reaction mixture was concentrated and the residue was dissolved in ethyl acetate, washed with water, and dried. Then, hydrogen chloride/ethyl acetate was added and the precipitated hydrochloride was recovered by filtration and dried to provide the title compound... Starting materials: COC=1C=CC2=C(SC(=C2)C2=CC=C(C=C2)N)C1 (6-methoxy-2-(4-aminophenyl)benzo[b]thiophene), C(C)(=O)OC(C)=O (acetic anhydride), N1=CC=CC=C1 (pyridine). Reaction conditions: time 2 hour. Product: COC=1C=CC2=C(SC(=C2C(=O)C2=CC(=C(C=C2)CN2CCCC2)C)C2=CC=C(C=C2)N)C1 (3-Methyl-4-[(1-pyrrolidinyl)methyl]phenyl 6-Methoxy-2-(4-aminophenyl)benzo[b]thiophen-3-yl Ketone). Reaction SMILES: [CH3:1][O:2][C:3]1[CH:4]=[CH:5][C:6]2[CH:10]=[C:9]([C:11]3[CH:16]=[CH:15][C:14]([NH2:17])=[CH:13][CH:12]=3)[S:8][C:7]=2[CH:18]=1.C(O[C:23](=[O:25])[CH3:24])(=O)C.[N:26]1[CH:31]=[CH:30][CH:29]=[CH:28][CH:27]=1>>[CH3:1][O:2][C:3]1[CH:4]=[CH:5][C:6]2[C:10]([C:23]([C:24]3[CH:28]=[CH:29][C:30]([CH2:31][N:26]4[CH2:27][CH2:7][CH2:6][CH2:5]4)=[C:3]([CH3:4])[CH:18]=3)=[O:25])=[C:9]([C:11]3[CH:12]=[CH:13][C:14]([NH2:17])=[CH:15][CH:16]=3)[S:8][C:7]=2[CH:18]=1. Procedure details: A solution of 15.0 g (58.7 mmol) of 6-methoxy-2-(4-aminophenyl)benzo[b]thiophene (Part B) in 350 mL of pyridine was treated with 17.0 mL (180 mmol) of acetic anhydride in a dropwise manner. After stirring for 2 h, the reaction was concentrated in vacuo to give 15.1 g (50.7 mmol; 87%) of the title compound as a yellow solid. The reactants are C1(N(CC2C1CCC2)C(=O)OC(C)(C)C)C(=O)OCC (2-tert-butyl 1-ethyl hexahydrocyclopenta[c]pyrrole-1,2(1H)-dicarboxylate), C1(N(CC2C1CCC2)C(=O)OC(C)(C)C)C(=O)OCC (2-tert-butyl 1-ethyl hexahydrocyclopenta[c]pyrrole-1,2(1H)-dicarboxylate), Cl.O1CCOCC1 (hydrochloric acid dioxane). The product is Cl.C1(NCC2C1CCC2)C(=O)OCC (racemic (1S,3aR,6aS)-ethyl octahydrocyclopenta[c]pyrrole-1-carboxylate hydrochloride). RXN SMILES: [CH:1]1([C:16]([O:18][CH2:19][CH3:20])=[O:17])[CH:5]2[CH2:6][CH2:7][CH2:8][CH:4]2[CH2:3][N:2]1C(OC(C)(C)C)=O.[ClH:21].O1CCOCC1>>[ClH:21].[CH:1]1([C:16]([O:18][CH2:19][CH3:20])=[O:17])[CH:5]2[CH2:6][CH2:7][CH2:8][CH:4]2[CH2:3][NH:2]1 |f:1.2,3.4|. Reported procedure: The product of Step 4, 2-tert-butyl 1-ethyl hexahydrocyclopenta[c]pyrrole-1,2(1H)-dicarboxylate, was dissolved in anhydrous 4N hydrochloric acid/dioxane for 1 hour at room temperature, and the solvent removed under reduced pressure, to provide racemic (1S,3aR,6aS)-ethyl octahydrocyclopenta[c]pyrrole-1-carboxylate hydrochloride as a white solid. The reactants are NC(C=1SC=CC1)=NC1=CC(=C(C=C1)N1CCN(CC1)C(=O)NCCCCC1SSCC1)C (4-(4-{[-amino(2-thienyl)methylidene]amino}-2-methylphenyl)-N-[4-(1,2-dithiolan-3-yl)butyl]-1-piperazinecarboxamide), FC1=C(C#N)C=C(C=C1)[N+](=O)[O-] (2-fluoro-5-nitrobenzonitrile). Product: NC(C=1SC=CC1)=NC1=CC(=C(C=C1)N1CCN(CC1)C(=O)NCCCCC1SSCC1)C#N (4-(4-{[amino(2-thienyl)methylidene]amino}-2-cyanophenyl)-N-[4-(1,2-dithiolan-3-yl)butyl]-1-piperazinecarboxamide). Isolated yield 12.0%. As a reaction SMILES: [NH2:1][C:2](=[N:8][C:9]1[CH:14]=[CH:13][C:12]([N:15]2[CH2:20][CH2:19][N:18]([C:21]([NH:23][CH2:24][CH2:25][CH2:26][CH2:27][CH:28]3[CH2:32][CH2:31][S:30][S:29]3)=[O:22])[CH2:17][CH2:16]2)=[C:11]([CH3:33])[CH:10]=1)[C:3]1[S:4][CH:5]=[CH:6][CH:7]=1.FC1C=CC([N+]([O-])=O)=CC=1C#[N:38]>>[NH2:1][C:2](=[N:8][C:9]1[CH:14]=[CH:13][C:12]([N:15]2[CH2:16][CH2:17][N:18]([C:21]([NH:23][CH2:24][CH2:25][CH2:26][CH2:27][CH:28]3[CH2:32][CH2:31][S:30][S:29]3)=[O:22])[CH2:19][CH2:20]2)=[C:11]([C:33]#[N:38])[CH:10]=1)[C:3]1[S:4][CH:5]=[CH:6][CH:7]=1. Procedure details: The experimental protocol used is the same as that described for the compound of Example 6, 2-fluoro-5-nitrobenzonitrile replacing 2-fluoro-5-nitrotoluene. A yellow solid is obtained (yield 12%). Reactants: ClC1=CC(=CC=2N1N=C(N2)NC(=O)NCC)C=2C=NC=CC2 (1-(5-Chloro-7-pyridin-3-yl-[1,2,4]triazolo[1,5-a]pyridin-2-yl)-3-ethyl-urea), COC1=CC=C(C=N1)B(O)O (6-Methoxy-pyridine-3-boronic acid), C([O-])([O-])=O.[Na+].[Na+] (sodium carbonate), aqueous solution. The reagents and catalysts are C1=CC=C(C=C1)P([C-]2C=CC=C2)C3=CC=CC=C3.C1=CC=C(C=C1)P([C-]2C=CC=C2)C3=CC=CC=C3.Cl[Pd]Cl.[Fe+2] (Pd(dppf)Cl2). The solvent is O1CCOCC1 (dioxane). Yields the product C(C)NC(=O)NC1=NN2C(C=C(C=C2C=2C=NC(=CC2)OC)C=2C=NC=CC2)=N1 (N-Ethyl-N′-[5-(6-methoxypyridin-3-yl)-7-pyridin-3-yl[1,2,4]triazolo[1,5-a]pyridin-2-yl]urea). RXN SMILES: Cl[C:2]1[N:7]2[N:8]=[C:9]([NH:11][C:12]([NH:14][CH2:15][CH3:16])=[O:13])[N:10]=[C:6]2[CH:5]=[C:4]([C:17]2[CH:18]=[N:19][CH:20]=[CH:21][CH:22]=2)[CH:3]=1.[CH3:23][O:24][C:25]1[N:30]=[CH:29][C:28](B(O)O)=[CH:27][CH:26]=1.C(=O)([O-])[O-].[Na+].[Na+]>O1CCOCC1.C1C=CC(P(C2C=CC=CC=2)[C-]2C=CC=C2)=CC=1.C1C=CC(P(C2C=CC=CC=2)[C-]2C=CC=C2)=CC=1.Cl[Pd]Cl.[Fe+2]>[CH2:15]([NH:14][C:12]([NH:11][C:9]1[N:10]=[C:6]2[CH:5]=[C:4]([C:17]3[CH:18]=[N:19][CH:20]=[CH:21][CH:22]=3)[CH:3]=[C:2]([C:28]3[CH:29]=[N:30][C:25]([O:24][CH3:23])=[CH:26][CH:27]=3)[N:7]2[N:8]=1)=[O:13])[CH3:16] |f:2.3.4,6.7.8.9|. Procedure details: To a mixture of 1-(5-chloro-7-pyridin-3-yl-[1,2,4]triazolo[1,5-a]pyridin-2-yl)-3-ethyl-urea (0.2 g, 0.63 mmol) obtained in step 1, 6-Methoxy-pyridine-3-boronic acid (0.12 g, 0.78 mmol), and sodium carbonate (0.71 mL of a 2 M aqueous solution) in dioxane (6 mL) was added the catalyst Pd(dppf)Cl2 (30 mg, 5 mol %) and the resulting mixture was heated to reflux for 36 hours. The solvent was removed under reduced pressure. Purification using silica gel chromatography (2-10% MeOH/CHCl3) gave the title... Reactants: CO, C[Si](C)(C)Cl, O=C(O)Cc1ccccc1F. Product: COC(=O)Cc1ccccc1F. As a reaction SMILES: [CH3:17][OH:18].[CH3:1][Si:2]([Cl:3])([CH3:4])[CH3:5].[F:6][c:7]1[c:8]([CH2:13][C:14](=[O:15])[OH:16])[cH:9][cH:10][cH:11][cH:12]1>>[CH3:1][O:16][C:14]([CH2:13][c:8]1[c:7]([F:6])[cH:12][cH:11][cH:10][cH:9]1)=[O:15]. Starting materials: O=C(Cl)c1ccccc1, O=c1[nH]cc(F)c(=O)[nH]1, C1COCCO1, c1ccncc1. Yields the product O=C(c1ccccc1)n1c(=O)[nH]cc(F)c1=O. Reaction SMILES: [C:10]([c:11]1[cH:12][cH:13][cH:14][cH:15][cH:16]1)(=[O:17])[Cl:18].[F:1][c:2]1[c:3](=[O:9])[nH:4][c:5](=[O:8])[nH:6][cH:7]1.[O:25]1[CH2:26][CH2:27][O:28][CH2:29][CH2:30]1.[cH:19]1[cH:20][cH:21][n:22][cH:23][cH:24]1>>[F:1][c:2]1[c:3](=[O:9])[n:4]([C:10]([c:11]2[cH:12][cH:13][cH:14][cH:15][cH:16]2)=[O:17])[c:5](=[O:8])[nH:6][cH:7]1. Reactants: Br.NC=1NCCCN1 (2-amino-1,4,5,6-tetrahydropyrimidine hydrobromide), COC(CC(C1=CC=CC=C1)N1C=NC2=C1C=CC=C2N2CCC(CC2)C(=O)O)=O (1-[1-(3-methoxy-3-oxo-1-phenylpropyl)-1H-benzimidazol-4-yl]-4-piperidinecarboxylic acid), C(C)(C)N(C(C)C)CC (N,N-diisopropylethylamine), CN(C)C(=[N+](C)C)ON1C2=C(C=CC=C2)N=N1.[B-](F)(F)(F)F (TBTU). Run in CN(C)C=O (DMF). Reaction conditions: time 0.5 hour. Yields the product C1(=CC=CC=C1)C(CC(=O)OC)N1C=NC2=C1C=CC=C2N2CCC(CC2)C(=O)NC=2NCCCN2 (Methyl 3-phenyl-3-(4-{4-[(1,4,5,6-tetrahydro-2-pyrimidinylamino)carbonyl]-1-piperidinyl}-1H-benzimidazol-1-yl)propanoate), Phase II. RXN SMILES: [CH3:1][O:2][C:3](=[O:30])[CH2:4][CH:5]([N:12]1[C:16]2[CH:17]=[CH:18][CH:19]=[C:20]([N:21]3[CH2:26][CH2:25][CH:24]([C:27]([OH:29])=O)[CH2:23][CH2:22]3)[C:15]=2[N:14]=[CH:13]1)[C:6]1[CH:11]=[CH:10][CH:9]=[CH:8][CH:7]=1.C(N(CC)C(C)C)(C)C.CN(C(ON1N=NC2C=CC=CC1=2)=[N+](C)C)C.[B-](F)(F)(F)F.Br.[NH2:63][C:64]1[NH:65][CH2:66][CH2:67][CH2:68][N:69]=1>CN(C=O)C>[C:6]1([CH:5]([N:12]2[C:16]3[CH:17]=[CH:18][CH:19]=[C:20]([N:21]4[CH2:22][CH2:23][CH:24]([C:27]([NH:63][C:64]5[NH:69][CH2:68][CH2:67][CH2:66][N:65]=5)=[O:29])[CH2:25][CH2:26]4)[C:15]=3[N:14]=[CH:13]2)[CH2:4][C:3]([O:2][CH3:1])=[O:30])[CH:11]=[CH:10][CH:9]=[CH:8][CH:7]=1 |f:2.3,4.5|. Reported procedure: To a solution of 1-[1-(3-methoxy-3-oxo-1-phenylpropyl)-1H-benzimidazol-4-yl]-4-piperidinecarboxylic acid (70 mg, 172 μmol) in DMF was added N,N-diisopropylethylamine (60 μL, 344 μmol) and TBTU (66 mg, 206 μmol). The solution was stirred at room temperature for 0.5 hour, then 2-amino-1,4,5,6-tetrahydropyrimidine hydrobromide (34 mg, 189 μmol) was added. The mixture was heated to 80° C. for 8 hours, cooled to room temperature, and evaporated in vacuo. The residue was purified by RP-HPLC to afford ...